Dataset: the Open Reaction Database (ORD), a public repository of structured organic reaction records. Task: describe an organic reaction: reactants, conditions, products, and yield Starting materials: Brc1cccc2[nH]ccc12, CCCC[N+](CCCC)(CCCC)CCCC, ClCCl, O=S(=O)(Cl)c1cccc(C(F)(F)F)c1, [Na+], [OH-], O, O=S(=O)([O-])O. The product is O=S(=O)(c1cccc(C(F)(F)F)c1)n1ccc2c(Br)cccc21. RXN SMILES: [Br:3][c:4]1[c:5]2[cH:6][cH:7][nH:8][c:9]2[cH:10][cH:11][cH:12]1.[CH2:32]([N+:33]([CH2:34][CH2:35][CH2:36][CH3:37])([CH2:38][CH2:39][CH2:40][CH3:41])[CH2:42][CH2:43][CH2:44][CH3:45])[CH2:46][CH2:47][CH3:48].[Cl:49][CH2:50][Cl:51].[F:13][C:14]([c:15]1[cH:16][c:17]([S:21](=[O:22])(=[O:23])[Cl:24])[cH:18][cH:19][cH:20]1)([F:25])[F:26].[Na+:2].[OH-:1].[OH2:52].[S:27]([O-:28])([OH:29])(=[O:30])=[O:31]>>[Br:3][c:4]1[c:5]2[cH:6][cH:7][n:8]([S:21]([c:17]3[cH:16][c:15]([C:14]([F:13])([F:25])[F:26])[cH:20][cH:19][cH:18]3)(=[O:22])=[O:23])[c:9]2[cH:10][cH:11][cH:12]1. Starting materials: C1(=CC=CC=C1)C1(CC1)N (1-phenyl -cyclopropylamine), ClC1=NC=C(C(=N1)SC#N)[N+](=O)[O-] (2-chloro-5-nitro-4-thiocyanato-pyrimidine). Product: [N+](=O)([O-])C=1C(=NC(=NC1)NC1(CC1)C1=CC=CC=C1)SC#N ((5-Nitro-4-thiocyanato-pyrimidin-2-yl)-(1-phenyl-cyclopropyl)-amine). As a reaction SMILES: [C:1]1([C:7]2([NH2:10])[CH2:9][CH2:8]2)[CH:6]=[CH:5][CH:4]=[CH:3][CH:2]=1.Cl[C:12]1[N:17]=[C:16]([S:18][C:19]#[N:20])[C:15]([N+:21]([O-:23])=[O:22])=[CH:14][N:13]=1>>[N+:21]([C:15]1[C:16]([S:18][C:19]#[N:20])=[N:17][C:12]([NH:10][C:7]2([C:1]3[CH:6]=[CH:5][CH:4]=[CH:3][CH:2]=3)[CH2:9][CH2:8]2)=[N:13][CH:14]=1)([O-:23])=[O:22]. Procedure: (5-Nitro-4-thiocyanato-pyrimidin-2-yl)-(1-phenyl-cyclopropyl)-amine was prepared by addition of the above amine to 2-chloro-5-nitro-4-thiocyanato-pyrimidine using the procedure described in Example 17. m/z calcd. C14H10N5O2S [M−H]−: 312.33. Found: 312.10. Reactants: FC(C=1N=CNC1)(F)F (4-(trifluoromethyl)-1H-imidazole), CC[O-].[Na+] (sodium ethylate solution), BrCC(=O)OCC (ethyl bromoacetate). Solvent: C(C)O (ethanol). Reaction conditions: time 16 hour. The product is C(C)OC(CN1C=NC(=C1)C(F)(F)F)=O ([4-(Trifluoromethyl)-1H-imidazol-1-yl]acetic acid ethyl ester). Reaction SMILES: [F:1][C:2]([F:9])([F:8])[C:3]1[N:4]=[CH:5][NH:6][CH:7]=1.CC[O-].[Na+].Br[CH2:15][C:16]([O:18][CH2:19][CH3:20])=[O:17]>C(O)C>[CH2:19]([O:18][C:16](=[O:17])[CH2:15][N:6]1[CH:7]=[C:3]([C:2]([F:9])([F:8])[F:1])[N:4]=[CH:5]1)[CH3:20] |f:1.2|. Reported procedure: 2.0 g (14.7 mmol) 4-(trifluoromethyl)-1H-imidazole are initially introduced into 5.5 ml (4.7 g, 14.7 mmol) 21% strength sodium ethylate solution in ethanol and 1.8 ml (2.7 g, 16.2 mmol) ethyl bromoacetate are added. The reaction mixture is stirred at RT for 16 h. For working up, the solid which has precipitated out is filtered off, the residue on the filter is washed with ethanol and the filtrate is concentrated in vacuo. Diisopropyl ether is added to the residue, the mixture is filtered again, ... Reactants: C(O)([O-])=O.[Na+] (sodium hydrogen carbonate), C(C)(=O)OC1=CC=C(C=C1)C(N(C)CC=1C=C(C=CC1)C1=CC=C(C=C1)CC1C(NC(S1)=O)=O)=O (4-{[4′-(2,4-dioxothiazolidin-5-ylmethyl)biphenyl-3-ylmethyl]methylcarbamoyl}phenyl acetate), Cl (hydrochloric acid). Solvent: O1CCCC1 (tetrahydrofuran), O (water), C(C)OC(C)=O (ethylacetate). Run at time 48 hour. Yields the product O=C1SC(C(N1)=O)CC1=CC=C(C=C1)C1=CC(=CC=C1)CN(C(C1=CC=C(C=C1)O)=O)C (N-[4′-(2,4-Dioxothiazolidin-5-ylmethyl)biphenyl-3-ylmethyl]-4-hydroxy-N-methylbenzamide). As a reaction SMILES: C(=O)([O-])O.[Na+].C([O:9][C:10]1[CH:15]=[CH:14][C:13]([C:16](=[O:40])[N:17]([CH2:19][C:20]2[CH:21]=[C:22]([C:26]3[CH:31]=[CH:30][C:29]([CH2:32][CH:33]4[S:37][C:36](=[O:38])[NH:35][C:34]4=[O:39])=[CH:28][CH:27]=3)[CH:23]=[CH:24][CH:25]=2)[CH3:18])=[CH:12][CH:11]=1)(=O)C.Cl>O1CCCC1.O.C(OC(=O)C)C>[O:38]=[C:36]1[NH:35][C:34](=[O:39])[CH:33]([CH2:32][C:29]2[CH:28]=[CH:27][C:26]([C:22]3[CH:23]=[CH:24][CH:25]=[C:20]([CH2:19][N:17]([CH3:18])[C:16](=[O:40])[C:13]4[CH:12]=[CH:11][C:10]([OH:9])=[CH:15][CH:14]=4)[CH:21]=3)=[CH:31][CH:30]=2)[S:37]1 |f:0.1|. Reported procedure: 110 mg (1.3 mmol) of sodium hydrogen carbonate are added to 350 mg (6.7 mmol) of 4-{[4′-(2,4-dioxothiazolidin-5-ylmethyl)biphenyl-3-ylmethyl]methylcarbamoyl}phenyl acetate (obtained in Example 56) in 5 ml of tetrahydrofuran and 500 μl of water. The reaction medium is stirred at room temperature for 48 hours and then diluted in ethylacetate and acidified to pH 3-4 with 1N hydrochloric acid solution. The organic phase is separated out after settling of the phases has taken place, dried over sodium...